Dataset: the Open Reaction Database (ORD), a public repository of structured organic reaction records. Task: describe an organic reaction: reactants, conditions, products, and yield The reactants are [Cl-].[NH4+] (ammonium chloride), C1(CCCCC1)[Mg]Cl (Cyclohexylmagnesium cloride), solution, N12C[C@@H](C(CC1)CC2)OC(C(C2=CC=CC=C2)=O)=O (2-oxo-2-phenylacetic acid (3R)-1-azabicyclo[2.2.2]oct-3-yl ester). The solvent is CCOCC (ether), C1CCOC1 (THF). Run at time 10 minute. The product is N12C[C@@H](C(CC1)CC2)OC(C(C2=CC=CC=C2)(O)C2CCCCC2)=O (2-Cyclohexyl-2-hydroxy-2-phenylacetic acid (3R)-1-azabicyclo[2.2.2]oct-3-yl ester). RXN SMILES: [CH:1]1([Mg]Cl)[CH2:6][CH2:5][CH2:4][CH2:3][CH2:2]1.[N:9]12[CH2:16][CH2:15][CH:12]([CH2:13][CH2:14]1)[C@@H:11]([O:17][C:18](=[O:27])[C:19](=[O:26])[C:20]1[CH:25]=[CH:24][CH:23]=[CH:22][CH:21]=1)[CH2:10]2.[Cl-].[NH4+]>CCOCC.C1COCC1>[N:9]12[CH2:14][CH2:13][CH:12]([CH2:15][CH2:16]1)[C@@H:11]([O:17][C:18](=[O:27])[C:19]([CH:20]1[CH2:21][CH2:22][CH2:23][CH2:24][CH2:25]1)([OH:26])[C:1]1[CH:6]=[CH:5][CH:4]=[CH:3][CH:2]=1)[CH2:10]2 |f:2.3|. Procedure details: Cyclohexylmagnesium cloride, 0.127 mol (63.6 ml of a solution 2M in ether), was added to a solution of 28.7 g (0.111 mol) of 2-oxo-2-phenylacetic acid (3R)-1-azabicyclo[2.2.2]oct-3-yl ester dissolved in 350 ml of THF, at −70° C. under a N2 atmosphere. The mixture was stirred at this temperature for 10 minutes, and then warmed to room temperature. After 1 h, the reaction mixture was treated with a saturated solution of ammonium chloride and extracted twice with ethyl acetate. The organic phases w... Reactants: O=C([O-])[O-], NCc1ccccc1, CCCCCC, CS(C)=O, [K+], [K+], O, ClCCCOc1ccc2ccccc2c1, c1ccccc1. Reaction SMILES: [C:1](=[O:2])([O-:3])[O-:4].[CH2:7]([c:8]1[cH:9][cH:10][cH:11][cH:12][cH:13]1)[NH2:14].[CH3:30][CH2:31][CH2:32][CH2:33][CH2:34][CH3:35].[CH3:42][S:43]([CH3:44])=[O:45].[K+:5].[K+:6].[OH2:46].[cH:15]1[c:16]([O:25][CH2:26][CH2:27][CH2:28][Cl:29])[cH:17][cH:18][c:19]2[cH:20][cH:21][cH:22][cH:23][c:24]12.[cH:36]1[cH:37][cH:38][cH:39][cH:40][cH:41]1>>[CH2:7]([c:8]1[cH:9][cH:10][cH:11][cH:12][cH:13]1)[NH:14][CH2:28][CH2:27][CH2:26][O:25][c:16]1[cH:15][c:24]2[c:19]([cH:18][cH:17]1)[cH:20][cH:21][cH:22][cH:23]2. Product: c1ccc(CNCCCOc2ccc3ccccc3c2)cc1. Starting materials: CC(C)c1cc(-c2nnc(N(C(=O)c3ccccc3)C(=O)c3ccccc3)n2-c2ccc3c(ccn3C)c2)c(OCc2ccccc2)cc1OCc1ccccc1, O=C([O-])[O-], CO, [K+], [K+]. Yields the product CC(C)c1cc(-c2nnc(NC(=O)c3ccccc3)n2-c2ccc3c(ccn3C)c2)c(OCc2ccccc2)cc1OCc1ccccc1. As a reaction SMILES: [C:1]([c:2]1[cH:3][cH:4][cH:5][cH:6][cH:7]1)(=[O:8])[N:9]([C:10](=[O:11])[c:12]1[cH:13][cH:14][cH:15][cH:16][cH:17]1)[c:18]1[n:19][n:20][c:21](-[c:33]2[c:34]([O:50][CH2:51][c:52]3[cH:53][cH:54][cH:55][cH:56][cH:57]3)[cH:35][c:36]([O:42][CH2:43][c:44]3[cH:45][cH:46][cH:47][cH:48][cH:49]3)[c:37]([CH:39]([CH3:40])[CH3:41])[cH:38]2)[n:22]1-[c:23]1[cH:24][c:25]2[cH:26][cH:27][n:28]([CH3:32])[c:29]2[cH:30][cH:31]1.[C:58](=[O:59])([O-:60])[O-:61].[CH3:64][OH:65].[K+:62].[K+:63]>>[C:1]([c:2]1[cH:3][cH:4][cH:5][cH:6][cH:7]1)(=[O:8])[NH:9][c:18]1[n:19][n:20][c:21](-[c:33]2[c:34]([O:50][CH2:51][c:52]3[cH:53][cH:54][cH:55][cH:56][cH:57]3)[cH:35][c:36]([O:42][CH2:43][c:44]3[cH:45][cH:46][cH:47][cH:48][cH:49]3)[c:37]([CH:39]([CH3:40])[CH3:41])[cH:38]2)[n:22]1-[c:23]1[cH:24][c:25]2[cH:26][cH:27][n:28]([CH3:32])[c:29]2[cH:30][cH:31]1. Product: COc1ccc(Cl)cn1. The reactants are CO, C[O-], Clc1ccc(Cl)nc1, [Na+]. As a reaction SMILES: [CH3:12][OH:13].[CH3:9][O-:10].[Cl:1][c:2]1[n:3][cH:4][c:5]([Cl:8])[cH:6][cH:7]1.[Na+:11]>>[c:2]1([O:10][CH3:9])[n:3][cH:4][c:5]([Cl:8])[cH:6][cH:7]1.